From a dataset of the Open Reaction Database (ORD), a public repository of structured organic reaction records. describe an organic reaction: reactants, conditions, products, and yield Starting materials: C1=CC=C(C=C1)P(C2=CC=CC=C2)C3=CC=CC=C3 (triphenylphosphine resin), CN1N=CC(=C1)CCCO (3-(1-methyl-1H-pyrazol-4-yl)-propan-1-ol), C(Br)(Br)(Br)Br (carbon tetrabromide). Solvent: C(Cl)(Cl)Cl (chloroform). Reaction conditions: time 3 hour. Yields the product BrCCCC=1C=NN(C1)C (4-(3-Bromo-propyl)-1-methyl-1H-pyrazole). Yield: 100.0%. As a reaction SMILES: [CH3:1][N:2]1[CH:6]=[C:5]([CH2:7][CH2:8][CH2:9]O)[CH:4]=[N:3]1.C1C=CC(P(C2C=CC=CC=2)C2C=CC=CC=2)=CC=1.C(Br)(Br)(Br)[Br:31]>C(Cl)(Cl)Cl>[Br:31][CH2:9][CH2:8][CH2:7][C:5]1[CH:4]=[N:3][N:2]([CH3:1])[CH:6]=1. Reported procedure: Dissolve 3-(1-methyl-1H-pyrazol-4-yl)-propan-1-ol (0.250 g, 1.783 mmol) in dry chloroform (15 mL). Add PS-triphenylphosphine resin (1.824 g, 3.923 mmol) and carbon tetrabromide (0.650 g, 1.961 mmol). Stir at room temperature under nitrogen for 3 hr. Filter reaction over paper with DCM. Concentrate filtrate in vacuo to obtain the title preparation (0.362 g, 100% yield). GC-MS (m/z): 202/204(M+), 95. Reactants: FC1=C(C#N)C=C(C=C1)COC1=CC=C(C=C1)C1=C(C=C(C(=C1)F)F)OC (2-fluoro-5-(4′,5′-difluoro-2′-methoxy-biphenyl-4-yloxymethyl)-benzonitrile), NN (hydrazine). The solvent is C(CCC)O (n-butanol). Conditions: temperature 150 celsius. The product is FC1=CC(=C(C=C1F)C1=CC=C(C=C1)OCC=1C=C2C(=NNC2=CC1)N)OC (5-(4′,5′-Difluoro-2′-methoxy-biphenyl-4-yloxymethyl)-1H-indazol-3-ylamine). RXN SMILES: F[C:2]1[CH:9]=[CH:8][C:7]([CH2:10][O:11][C:12]2[CH:17]=[CH:16][C:15]([C:18]3[CH:23]=[C:22]([F:24])[C:21]([F:25])=[CH:20][C:19]=3[O:26][CH3:27])=[CH:14][CH:13]=2)=[CH:6][C:3]=1[C:4]#[N:5].[NH2:28][NH2:29]>C(O)CCC>[F:25][C:21]1[C:22]([F:24])=[CH:23][C:18]([C:15]2[CH:14]=[CH:13][C:12]([O:11][CH2:10][C:7]3[CH:6]=[C:3]4[C:2](=[CH:9][CH:8]=3)[NH:29][N:28]=[C:4]4[NH2:5])=[CH:17][CH:16]=2)=[C:19]([O:26][CH3:27])[CH:20]=1. Reported procedure: A mixture of 2-fluoro-5-(4′,5′-difluoro-2′-methoxy-biphenyl-4-yloxymethyl)-benzonitrile (150 mg, 0.41 mmol), aqueous hydrazine (excess) and n-butanol (3 mL) was heated to 150° C. for 30 min via microwave reactor. The mixture was then cooled to room temperature. The mixture was then purified by preparative HPLC under neutral conditions to give title compound. LC-MS (ES) calculated for C21H17F2N3O2, 381.39; found m/z 382 [M+H]+. Starting materials: ClC=1C=CC(=C(C1)C=1C=CC2=C(C(=NO2)N(C(=O)OC(C)(C)C)C(=O)OC(C)(C)C)C1)O (di-tert-butyl [5-(5-chloro-2-hydroxyphenyl)-1,2-benzoxazol-3-yl]imidodicarbonate), BrN1C(CCC1=O)=O (N-bromosuccinimide). Solvent: C(C)#N (acetonitrile). Run at time 0.5 hour. The product is BrC=1C(=C(C=C(C1)Cl)C=1C=CC2=C(C(=NO2)N(C(=O)OC(C)(C)C)C(=O)OC(C)(C)C)C1)O (di-tert-butyl [5-(3-bromo-5-chloro-2-hydroxyphenyl)-1,2-benzoxazol-3-yl]imidodicarbonate). Yield: 35.0%. Reaction SMILES: [Cl:1][C:2]1[CH:3]=[CH:4][C:5]([OH:32])=[C:6]([C:8]2[CH:9]=[CH:10][C:11]3[O:15][N:14]=[C:13]([N:16]([C:24]([O:26][C:27]([CH3:30])([CH3:29])[CH3:28])=[O:25])[C:17]([O:19][C:20]([CH3:23])([CH3:22])[CH3:21])=[O:18])[C:12]=3[CH:31]=2)[CH:7]=1.[Br:33]N1C(=O)CCC1=O>C(#N)C>[Br:33][C:4]1[C:5]([OH:32])=[C:6]([C:8]2[CH:9]=[CH:10][C:11]3[O:15][N:14]=[C:13]([N:16]([C:24]([O:26][C:27]([CH3:30])([CH3:29])[CH3:28])=[O:25])[C:17]([O:19][C:20]([CH3:23])([CH3:21])[CH3:22])=[O:18])[C:12]=3[CH:31]=2)[CH:7]=[C:2]([Cl:1])[CH:3]=1. Procedure details: To a solution of di-tert-butyl [5-(5-chloro-2-hydroxyphenyl)-1,2-benzoxazol-3-yl]imidodicarbonate (2.00 g, 4.34 mmol) in acetonitrile (45 mL) was added N-bromosuccinimide (0.811 g, 4.56 mmol). The mixture was stirred at ambient temperature for 0.5 h and concentrated in vacuo. The residue was purified by column chromatography eluting with a 5-15% gradient of ethyl acetate in hexanes) to afford di-tert-butyl [5-(3-bromo-5-chloro-2-hydroxyphenyl)-1,2-benzoxazol-3-yl]imidodicarbonate as an orange so... The reactants are C(CC(=O)OCC)(=O)OCC (Diethyl malonate), [H-].[Na+] (sodium hydride), BrC1=C(C=C(C=C1Cl)F)Cl (1-bromo-2,6-dichloro-4-fluoro-benzene), Cl (Hydrochloric acid). The reagents and catalysts are [Cu]Br (copper(I) bromide). The solvent is O1CCOCC1 (1,4-dioxane), O1CCOCC1 (1,4-dioxane). Run at temperature 55 celsius, time 10 minute. Yields the product ClC1=C(C(=CC(=C1)F)Cl)C(C(=O)OCC)C(=O)OCC (Diethyl (2,6-Dichloro-4-fluoro-phenyl)-malonate). The yield is 54.5%. Reaction SMILES: [C:1]([O:9][CH2:10][CH3:11])(=[O:8])[CH2:2][C:3]([O:5][CH2:6][CH3:7])=[O:4].[H-].[Na+].Br[C:15]1[C:20]([Cl:21])=[CH:19][C:18]([F:22])=[CH:17][C:16]=1[Cl:23].Cl>[Cu]Br.O1CCOCC1>[Cl:21][C:20]1[CH:19]=[C:18]([F:22])[CH:17]=[C:16]([Cl:23])[C:15]=1[CH:2]([C:3]([O:5][CH2:6][CH3:7])=[O:4])[C:1]([O:9][CH2:10][CH3:11])=[O:8] |f:1.2|. Procedure: Diethyl malonate (0.49 mol) is added to a mixture of sodium hydride (0.51 mol) and 1,4-dioxane (140 ml) at 55 to 60° C. within 2 hours. The mixture is stirred for 10 minutes at 55° C. and copper(I) bromide (0.05 mol) is added. After 15 minutes a mixture of 1-bromo-2,6-dichloro-4-fluoro-benzene (0.25 mol) and 1,4-dioxane (10 ml) is added. The reaction mixture is heated at 100° C. for 15 hours and cooled to 15° C. Hydrochloric acid (12N, 35 ml) is added slowly at 15 to 20° C. The precipitate is fi...